From a dataset of the Open Reaction Database (ORD), a public repository of structured organic reaction records. describe an organic reaction: reactants, conditions, products, and yield Starting materials: C(C)C1=CC=C(C=C1)[C@H]1NCCC1 ((S)-2-(4-ethyl-phenyl)-pyrrolidine), ClC1=CC=C(C=C1)S(=O)(=O)Cl (4-chloro-benzenesulfonyl chloride). Reported procedure: The title compound, white solid, m.p. 94° C. and MS: m/e=350.3 (M+) was prepared in accordance with the general method of example 1e from (S)-2-(4-ethyl-phenyl)-pyrrolidine and 4-chloro-benzenesulfonyl chloride. The product is C(C)C1=CC=C(C=C1)C1N(CCC1)S(=O)(=O)C1=CC=C(C=C1)Cl ((RS)-2-(4-Ethyl-phenyl)-1-(4-chloro-benzenesulfonyl)-pyrrolidine). As a reaction SMILES: [CH2:1]([C:3]1[CH:8]=[CH:7][C:6]([C@@H:9]2[CH2:13][CH2:12][CH2:11][NH:10]2)=[CH:5][CH:4]=1)[CH3:2].[Cl:14][C:15]1[CH:20]=[CH:19][C:18]([S:21](Cl)(=[O:23])=[O:22])=[CH:17][CH:16]=1>>[CH2:1]([C:3]1[CH:4]=[CH:5][C:6]([CH:9]2[CH2:13][CH2:12][CH2:11][N:10]2[S:21]([C:18]2[CH:19]=[CH:20][C:15]([Cl:14])=[CH:16][CH:17]=2)(=[O:23])=[O:22])=[CH:7][CH:8]=1)[CH3:2]. Reactants: ClCCl, CC(=O)NCC1CN(c2ccc(-n3cnc(CO)c3)c(F)c2)C(=O)O1, C1CCC2=NCCCN2CC1, [N-]=[N+]=NP(=O)(c1ccccc1)c1ccccc1. The product is CC(=O)NCC1CN(c2ccc(-n3cnc(CN=[N+]=[N-])c3)c(F)c2)C(=O)O1. Reaction SMILES: [Cl:54][CH2:55][Cl:56].[F:1][c:2]1[cH:3][c:4]([N:15]2[C:16](=[O:25])[O:17][CH:18]([CH2:20][NH:21][C:22]([CH3:23])=[O:24])[CH2:19]2)[cH:5][cH:6][c:7]1-[n:8]1[cH:9][n:10][c:11]([CH2:13][OH:14])[cH:12]1.[N:43]12[CH2:44][CH2:45][CH2:46][N:47]=[C:48]1[CH2:49][CH2:50][CH2:51][CH2:52][CH2:53]2.[c:26]1([P:27]([c:28]2[cH:29][cH:30][cH:31][cH:32][cH:33]2)(=[O:34])[N:40]=[N+:41]=[N-:42])[cH:35][cH:36][cH:37][cH:38][cH:39]1>>[F:1][c:2]1[cH:3][c:4]([N:15]2[C:16](=[O:25])[O:17][CH:18]([CH2:20][NH:21][C:22]([CH3:23])=[O:24])[CH2:19]2)[cH:5][cH:6][c:7]1-[n:8]1[cH:9][n:10][c:11]([CH2:13][N:40]=[N+:41]=[N-:42])[cH:12]1. Reactants: CCOP(=O)(CC#N)OCC, COCC1CN(c2ccc(C3CCC(=O)CC3)cc2)C(=O)O1, CC(=O)O, CCO, [Na]. The product is COCC1CN(c2ccc(C3CCC(=CC#N)CC3)cc2)C(=O)O1. Reaction SMILES: [C:2](#[N:3])[CH2:4][P:5](=[O:6])([O:7][CH2:8][CH3:9])[O:10][CH2:11][CH3:12].[CH3:13][O:14][CH2:15][CH:16]1[CH2:17][N:18]([c:22]2[cH:23][cH:24][c:25]([CH:28]3[CH2:29][CH2:30][C:31](=[O:34])[CH2:32][CH2:33]3)[cH:26][cH:27]2)[C:19](=[O:21])[O:20]1.[CH3:35][C:36](=[O:37])[OH:38].[CH3:39][CH2:40][OH:41].[Na:1]>>[C:2](#[N:3])[CH:4]=[C:31]1[CH2:30][CH2:29][CH:28]([c:25]2[cH:24][cH:23][c:22]([N:18]3[CH2:17][CH:16]([CH2:15][O:14][CH3:13])[O:20][C:19]3=[O:21])[cH:27][cH:26]2)[CH2:33][CH2:32]1. The reactants are tetrakis(triphenyl-phosphine)palladium(0), OC1=C(C(=O)OC)C=CC(=C1)I (methyl 2-hydroxy-4-iodobenzoate), C12(CC3CC(CC(C1)C3)C2)C2=C(C=C3C=CC(=CC3=C2)B(O)O)OCC2=CC=CC=C2 (7-(1-adamantyl)-6-benzyloxy-2-naphthylboronic acid), C([O-])([O-])=O.[K+].[K+] (potassium carbonate). Run in C1(=CC=CC=C1)C (toluene). Conditions: time 20 minute. The product is OC1=C(C(=O)OC)C=CC(=C1)C1=CC2=CC(=C(C=C2C=C1)OCC1=CC=CC=C1)C12CC3CC(CC(C1)C3)C2 (methyl 2-hydroxy-4-[7-(1-adamantyl)-6-benzyloxy-2-naphthyl]benzoate). Yield: 36.2%. As a reaction SMILES: [OH:1][C:2]1[CH:11]=[C:10](I)[CH:9]=[CH:8][C:3]=1[C:4]([O:6][CH3:7])=[O:5].[C:13]12([C:23]3[CH:32]=[C:31]4[C:26]([CH:27]=[CH:28][C:29](B(O)O)=[CH:30]4)=[CH:25][C:24]=3[O:36][CH2:37][C:38]3[CH:43]=[CH:42][CH:41]=[CH:40][CH:39]=3)[CH2:22][CH:17]3[CH2:18][CH:19]([CH2:21][CH:15]([CH2:16]3)[CH2:14]1)[CH2:20]2.C(=O)([O-])[O-].[K+].[K+]>C1(C)C=CC=CC=1>[OH:1][C:2]1[CH:11]=[C:10]([C:29]2[CH:28]=[CH:27][C:26]3[C:31](=[CH:32][C:23]([C:13]45[CH2:14][CH:15]6[CH2:21][CH:19]([CH2:18][CH:17]([CH2:16]6)[CH2:22]4)[CH2:20]5)=[C:24]([O:36][CH2:37][C:38]4[CH:43]=[CH:42][CH:41]=[CH:40][CH:39]=4)[CH:25]=3)[CH:30]=2)[CH:9]=[CH:8][C:3]=1[C:4]([O:6][CH3:7])=[O:5] |f:2.3.4|. Procedure details: 300 mg (8.8 mmol) of tetrakis(triphenyl-phosphine)palladium(0), 50 ml of toluene and 2.46 g (8.8 mmol) of methyl 2-hydroxy-4-iodobenzoate were introduced into a three-necked flask under a stream of nitrogen and stirring was carried out at room temperature for 20 minutes. 5.52 g (13.4 mmol) of 7-(1-adamantyl)-6-benzyloxy-2-naphthylboronic acid and 8.8 ml of an aqueous potassium carbonate solution (2N) were then added and the reaction mixture was heated at reflux for 8 hours. The reaction mixture ... Reactants: ClC=1C2=C(N=C(N1)N)N(C=C2)CCN2CCN(CC2)C2=C(C=C(C=C2)F)F (4-chloro-7-(2-(4-(2,4-difluorophenyl)piperazin-1-yl)ethyl)-7H-pyrrolo[2,3-d]pyrimidin-2-amine), O1C(=CC=C1)C(=O)NN (2-furoic acid hydrazide). Run in CN1CCCC1=O (NMP). Yields the product NC=1N=C(C2=C(N1)N(C=C2)CCN2CCN(CC2)C2=C(C=C(C=C2)F)F)NNC(=O)C=2OC=CC2 (N′-(2-Amino-7-(2-(4-(2,4-difluorophenyl)piperazin-1-yl)ethyl)-7H-pyrrolo[2,3-d]pyrimidin-4-yl)furan-2-carbohydrazide). As a reaction SMILES: Cl[C:2]1[C:3]2[CH:11]=[CH:10][N:9]([CH2:12][CH2:13][N:14]3[CH2:19][CH2:18][N:17]([C:20]4[CH:25]=[CH:24][C:23]([F:26])=[CH:22][C:21]=4[F:27])[CH2:16][CH2:15]3)[C:4]=2[N:5]=[C:6]([NH2:8])[N:7]=1.[O:28]1[CH:32]=[CH:31][CH:30]=[C:29]1[C:33]([NH:35][NH2:36])=[O:34]>CN1C(=O)CCC1>[NH2:8][C:6]1[N:7]=[C:2]([NH:36][NH:35][C:33]([C:29]2[O:28][CH:32]=[CH:31][CH:30]=2)=[O:34])[C:3]2[CH:11]=[CH:10][N:9]([CH2:12][CH2:13][N:14]3[CH2:19][CH2:18][N:17]([C:20]4[CH:25]=[CH:24][C:23]([F:26])=[CH:22][C:21]=4[F:27])[CH2:16][CH2:15]3)[C:4]=2[N:5]=1. Reported procedure: A solution of the title A compound, 4-chloro-7-(2-(4-(2,4-difluorophenyl)piperazin-1-yl)ethyl)-7H-pyrrolo[2,3-d]pyrimidin-2-amine (75 mg, 0.19 mmol) and 2-furoic acid hydrazide (49 mg, 0.39 mmol) in 1 mL of NMP is heated at 150° C. for 3 h. After cooling to RT, the crude reaction is purified by column chromatography on silica gel, eluting with a gradient of 5% to 10% of MeOH in EtOAc. Fractions containing the product are combined and evaporated to dryness to 4-yl)furan-2-carbohydrazide as a yell...